This data is from the Open Reaction Database (ORD), a public repository of structured organic reaction records. The task is: describe an organic reaction: reactants, conditions, products, and yield Starting materials: [Al+3], C1CCOC1, COC(=O)c1scc(C)c1Cl, Cl, [H-], [H-], [H-], [H-], [Li+]. Product: Cc1csc(CO)c1Cl. As a reaction SMILES: [Al+3:2].[CH2:19]1[O:20][CH2:21][CH2:22][CH2:23]1.[Cl:7][c:8]1[c:9]([C:14](=[O:15])[O:16][CH3:17])[s:10][cH:11][c:12]1[CH3:13].[ClH:18].[H-:1].[H-:4].[H-:5].[H-:6].[Li+:3]>>[Cl:7][c:8]1[c:9]([CH2:14][OH:15])[s:10][cH:11][c:12]1[CH3:13]. The reactants are Cc1ccccc1, NC(N)=S, Cc1ccc(C=C(C(=O)OC(C)(C)C)C(=O)c2ccccc2O)cc1, Cc1ccc(S(=O)(=O)O)cc1. The product is Cc1ccc(C2CC(=O)c3ccccc3O2)cc1. RXN SMILES: [CH3:41][c:42]1[cH:43][cH:44][cH:45][cH:46][cH:47]1.[NH2:37][C:38](=[S:39])[NH2:40].[OH:1][c:2]1[c:3]([C:8](=[O:9])[C:10]([C:11]([O:12][C:13]([CH3:14])([CH3:15])[CH3:16])=[O:17])=[CH:18][c:19]2[cH:20][cH:21][c:22]([CH3:25])[cH:23][cH:24]2)[cH:4][cH:5][cH:6][cH:7]1.[c:26]1([CH3:27])[cH:28][cH:29][c:30]([S:31]([OH:32])(=[O:33])=[O:34])[cH:35][cH:36]1>>[O:1]1[c:2]2[c:3]([cH:4][cH:5][cH:6][cH:7]2)[C:8](=[O:9])[CH2:10][CH:18]1[c:19]1[cH:20][cH:21][c:22]([CH3:25])[cH:23][cH:24]1. Reactants: NC1=C(C(=NC(=C1)Br)C(=O)OC)OC (methyl 4-amino-6-bromo-3-methoxypicolinate), COCCOC (DME), 6,297,197 B1, ClC1=CC=C(C=C1)B1OCCCO1 (2-(4-chlorophenyl)-1,3,2-dioxaborinane), [F-].[Cs+] (CsF). Conditions: temperature 110 celsius. The solvent is C(Cl)Cl (CH2Cl2), O (H2O). Reaction SMILES: [NH2:1][C:2]1[CH:7]=[C:6](Br)[N:5]=[C:4]([C:9]([O:11][CH3:12])=[O:10])[C:3]=1[O:13][CH3:14].COCCOC.[Cl:21][C:22]1[CH:27]=[CH:26][C:25](B2OCCCO2)=[CH:24][CH:23]=1.[F-].[Cs+]>C(Cl)Cl.Cl[Pd](Cl)([P](C1C=CC=CC=1)(C1C=CC=CC=1)C1C=CC=CC=1)[P](C1C=CC=CC=1)(C1C=CC=CC=1)C1C=CC=CC=1.O>[NH2:1][C:2]1[CH:7]=[C:6]([C:25]2[CH:26]=[CH:27][C:22]([Cl:21])=[CH:23][CH:24]=2)[N:5]=[C:4]([C:9]([O:11][CH3:12])=[O:10])[C:3]=1[O:13][CH3:14] |f:3.4,^1:41,60|. Yield: 44.0%. Yields the product NC1=C(C(=NC(=C1)C1=CC=C(C=C1)Cl)C(=O)OC)OC (methyl 4-amino-6-(4-chlorophenyl)-3-methoxypicolinate). The reagents and catalysts are Cl[Pd]([P](C1=CC=CC=C1)(C2=CC=CC=C2)C3=CC=CC=C3)([P](C4=CC=CC=C4)(C5=CC=CC=C5)C6=CC=CC=C6)Cl (PdCl2(PPh3)2). Procedure: To a solution of methyl 4-amino-6-bromo-3-methoxypicolinate (prepared as in Fields, S. C. et al. U.S. Pat. No. 6,297,197 B1, Oct. 2, 2001; 500 mg, 1.9 mmol) in a 1:1 mixture of DME (4.5 mL) and H2O (4.5 mL) was added 2-(4-chlorophenyl)-1,3,2-dioxaborinane (561 mg, 2.7 mmol), CsF (288 mg, 1.9 mmol) and PdCl2(PPh3)2 (26 mg, 0.1941 mmol). The reaction was heated at 110° C. in a CES microwave for 20 min. The reaction mixture was cooled to ambient temperature and diluted with CH2Cl2, then washed with... Reactants: CO, CCOC(C)=O, CCO, CCOC(C)=O, CO, Clc1ccnc2ccccc12, Cl, Cl, Nc1ccc(NC(=O)c2cccc(Nc3cc(N)nc(N)n3)c2)cc1, O. The product is Cl, Cl, Nc1cc(Nc2cccc(C(=O)Nc3ccc(Nc4ccnc5ccccc45)cc3)c2)nc(N)n1. As a reaction SMILES: [CH3:39][OH:40].[CH3:41][CH2:42][O:43][C:44]([CH3:45])=[O:46].[CH3:47][CH2:48][OH:49].[CH3:51][CH2:52][O:53][C:54]([CH3:55])=[O:56].[CH3:57][OH:58].[Cl:27][c:28]1[cH:29][cH:30][n:31][c:32]2[cH:33][cH:34][cH:35][cH:36][c:37]12.[ClH:1].[ClH:38].[NH2:2][c:3]1[cH:4][cH:5][c:6]([NH:9][C:10]([c:11]2[cH:12][c:13]([NH:17][c:18]3[n:19][c:20]([NH2:25])[n:21][c:22]([NH2:24])[cH:23]3)[cH:14][cH:15][cH:16]2)=[O:26])[cH:7][cH:8]1.[OH2:50]>>[ClH:1].[ClH:27].[NH:2]([c:3]1[cH:4][cH:5][c:6]([NH:9][C:10]([c:11]2[cH:12][c:13]([NH:17][c:18]3[n:19][c:20]([NH2:25])[n:21][c:22]([NH2:24])[cH:23]3)[cH:14][cH:15][cH:16]2)=[O:26])[cH:7][cH:8]1)[c:28]1[cH:29][cH:30][n:31][c:32]2[cH:33][cH:34][cH:35][cH:36][c:37]12. The reactants are O=C([O-])[O-], Cc1ccc(CC2(O)CCNCC2)cc1, CCC(C)=O, OC(CCl)COc1ccc(OCc2ccccc2)cc1, [K+], [K+], O. Yields the product Cc1ccc(CC2(O)CCN(CC(O)COc3ccc(OCc4ccccc4)cc3)CC2)cc1. RXN SMILES: [C:36](=[O:37])([O-:38])[O-:39].[CH3:21][c:22]1[cH:23][cH:24][c:25]([CH2:26][C:27]2([OH:33])[CH2:28][CH2:29][NH:30][CH2:31][CH2:32]2)[cH:34][cH:35]1.[CH3:43][C:44](=[O:45])[CH2:46][CH3:47].[Cl:1][CH2:2][CH:3]([CH2:4][O:5][c:6]1[cH:7][cH:8][c:9]([O:12][CH2:13][c:14]2[cH:15][cH:16][cH:17][cH:18][cH:19]2)[cH:10][cH:11]1)[OH:20].[K+:40].[K+:41].[OH2:42]>>[CH2:2]([CH:3]([CH2:4][O:5][c:6]1[cH:7][cH:8][c:9]([O:12][CH2:13][c:14]2[cH:15][cH:16][cH:17][cH:18][cH:19]2)[cH:10][cH:11]1)[OH:20])[N:30]1[CH2:29][CH2:28][C:27]([CH2:26][c:25]2[cH:24][cH:23][c:22]([CH3:21])[cH:35][cH:34]2)([OH:33])[CH2:32][CH2:31]1. The reactants are C(C)(C)(C)C1=CC=C(C=C1)CC(=O)OC (Methyl 4-tert-butylphenylacetate), C[Si](C)(C)[N-][Si](C)(C)C.[Li+] (lithium bis(trimethylsilyl)amide), BrCCCl (1-bromo-2-chloroethane). Run in C1CCOC1 (THF). Conditions: time 1 hour. Product: C(C)(C)(C)C1=CC=C(C=C1)C1(CC1)C(=O)OC (Methyl 1-(4-t-butylphenyl)cyclopropanecarboxylate). Isolated yield 93.4%. RXN SMILES: [C:1]([C:5]1[CH:10]=[CH:9][C:8]([CH2:11][C:12]([O:14][CH3:15])=[O:13])=[CH:7][CH:6]=1)([CH3:4])([CH3:3])[CH3:2].C[Si]([N-][Si](C)(C)C)(C)C.[Li+].Br[CH2:27][CH2:28]Cl>C1COCC1>[C:1]([C:5]1[CH:6]=[CH:7][C:8]([C:11]2([C:12]([O:14][CH3:15])=[O:13])[CH2:28][CH2:27]2)=[CH:9][CH:10]=1)([CH3:4])([CH3:2])[CH3:3] |f:1.2|. Reported procedure: 4 g (19.4 mmol) of Methyl 4-tert-butylphenylacetate, 39 mL (1.0 m, 2 Eq.) of lithium bis(trimethylsilyl)amide, and 3 g (2 Eq.) of 1-bromo-2-chloroethane in 100 mL dry THF were reacted as described in Preparation 11, except that the reaction mixture was stirred for one hour at ambient temperature before work-up. This reaction yielded 4.21 g of a brown oil. This material was purified via silica gel chromatography eluting with a gradient solvent of hexane to hexane/EtOAc 19:1 to yield the title com... Reaction SMILES: [CH2:1]([N:8]1[CH2:13][CH2:12][C:11](O)([C:14]2[C:19]3[CH:20]=[CH:21][O:22][C:18]=3[CH:17]=[CH:16][C:15]=2[F:23])[CH:10]([CH3:25])[CH2:9]1)[C:2]1[CH:7]=[CH:6][CH:5]=[CH:4][CH:3]=1.C(N1CCC(OC(=O)C(C)=O)(C2C3C=COC=3C=CC=2F)C(C)C1)C1C=CC=CC=1.C([SnH](CCCC)CCCC)CCC>>[CH2:1]([N:8]1[CH2:13][CH2:12][C@H:11]([C:14]2[C:19]3[CH:20]=[CH:21][O:22][C:18]=3[CH:17]=[CH:16][C:15]=2[F:23])[C@H:10]([CH3:25])[CH2:9]1)[C:2]1[CH:7]=[CH:6][CH:5]=[CH:4][CH:3]=1. Starting materials: C(C1=CC=CC=C1)N1CC(C(CC1)(C1=C(C=CC2=C1C=CO2)F)O)C (1-benzyl-3-methyl-4-hydroxy-4-(5-fluorobenzofur-4-yl)piperidine), C(C1=CC=CC=C1)N1CC(C(CC1)(C1=C(C=CC2=C1C=CO2)F)OC(C(=O)C)=O)C (1-benzyl-3-methyl-4-(methyl oxoacetoxy)-4-(5-fluorobenzofur-4-yl)piperidine), C(CCC)[SnH](CCCC)CCCC (tri(n-butyl)tin hydride). Reported procedure: Beginning with 0.50 gm (1.47 mMol) 1-benzyl-3-methyl-4-hydroxy-4-(5-fluorobenzofur-4-yl)piperidine, 1-benzyl-3-methyl-4-(methyl oxoacetoxy)-4-(5-fluorobenzofur-4-yl)piperidine was prepared essentially as described in EXAMPLE 16. This material was treated with tri(n-butyl)tin hydride essentially as described in EXAMPLE 16 to prepare 0.43 gm (80%) of the desired compound. Product: C(C1=CC=CC=C1)N1C[C@H]([C@H](CC1)C1=C(C=CC2=C1C=CO2)F)C (cis-1-benzyl-3-methyl-4-(5-fluorobenzofur-4-yl)piperidine). Isolated yield 90.4%. Solvent: C1(=CC=CC=C1)C (toluene). Procedure: A stirred mixture of 5.7 grams (0.020 mole) of 5-chloro-2-methoxyphenylboronic acid, 3.3 grams (0.014 mole) of 2-amino-5-bromo-6-chlorobenzonitrile (prepared in Step A of this Example), 21 mL of aqueous 2M sodium carbonate, and 0.15 gram (catalyst) of tetrakis(triphenylphosphine)palladium(0) in 50 mL of toluene was heated at reflux for about 17 hours. After this time, 50 mL of ethyl acetate was added to the reaction mixture. The organic layer was separated and washed with 50 mL of water and then... The reagents and catalysts are C=1C=CC(=CC1)[P](C=2C=CC=CC2)(C=3C=CC=CC3)[Pd]([P](C=4C=CC=CC4)(C=5C=CC=CC5)C=6C=CC=CC6)([P](C=7C=CC=CC7)(C=8C=CC=CC8)C=9C=CC=CC9)[P](C=1C=CC=CC1)(C=1C=CC=CC1)C=1C=CC=CC1 (tetrakis(triphenylphosphine)palladium(0)). The reactants are C(C)(=O)OCC (ethyl acetate), ClC=1C=CC(=C(C1)B(O)O)OC (5-chloro-2-methoxyphenylboronic acid), NC1=C(C#N)C(=C(C=C1)Br)Cl (2-amino-5-bromo-6-chlorobenzonitrile), C([O-])([O-])=O.[Na+].[Na+] (sodium carbonate). The product is NC1=C(C#N)C(=C(C=C1)C1=C(C=CC(=C1)Cl)OC)Cl (2-amino-6-chloro-5-(5-chloro-2-methoxyphenyl)benzonitrile). As a reaction SMILES: [Cl:1][C:2]1[CH:3]=[CH:4][C:5]([O:11][CH3:12])=[C:6](B(O)O)[CH:7]=1.[NH2:13][C:14]1[CH:21]=[CH:20][C:19](Br)=[C:18]([Cl:23])[C:15]=1[C:16]#[N:17].C(=O)([O-])[O-].[Na+].[Na+].C(OCC)(=O)C>C1(C)C=CC=CC=1.C1C=CC([P]([Pd]([P](C2C=CC=CC=2)(C2C=CC=CC=2)C2C=CC=CC=2)([P](C2C=CC=CC=2)(C2C=CC=CC=2)C2C=CC=CC=2)[P](C2C=CC=CC=2)(C2C=CC=CC=2)C2C=CC=CC=2)(C2C=CC=CC=2)C2C=CC=CC=2)=CC=1>[NH2:13][C:14]1[CH:21]=[CH:20][C:19]([C:6]2[CH:7]=[C:2]([Cl:1])[CH:3]=[CH:4][C:5]=2[O:11][CH3:12])=[C:18]([Cl:23])[C:15]=1[C:16]#[N:17] |f:2.3.4,^1:46,48,67,86|. The yield is 92.6%. Reactants: CS(=O)C (DMSO), C1(CCCC1)N1C=C(C(C2=CC(=C(C=C12)F)F)=O)[N+](=O)[O-] (1-cyclopentyl-6,7-difluoro-3-nitroquinolin-4(1H)-one), C1(CCCCC1)N (cyclohexylamine). Solvent: O (water). Reaction conditions: temperature 90 celsius, time 8 hour. Yields the product C1(CCCCC1)NC1=C(C=C2C(C(=CN(C2=C1)C1CCCC1)[N+](=O)[O-])=O)F (7-(cyclohexylamino)-1-cyclopentyl-6-fluoro-3-nitroquinolin-4(1H)-one). RXN SMILES: CS(C)=O.[CH:5]1([N:10]2[C:19]3[C:14](=[CH:15][C:16]([F:21])=[C:17](F)[CH:18]=3)[C:13](=[O:22])[C:12]([N+:23]([O-:25])=[O:24])=[CH:11]2)[CH2:9][CH2:8][CH2:7][CH2:6]1.[CH:26]1([NH2:32])[CH2:31][CH2:30][CH2:29][CH2:28][CH2:27]1>O>[CH:26]1([NH:32][C:17]2[CH:18]=[C:19]3[C:14]([C:13](=[O:22])[C:12]([N+:23]([O-:25])=[O:24])=[CH:11][N:10]3[CH:5]3[CH2:9][CH2:8][CH2:7][CH2:6]3)=[CH:15][C:16]=2[F:21])[CH2:31][CH2:30][CH2:29][CH2:28][CH2:27]1. Procedure: To a 40 ml DMSO solution of 2.0 g of 1-cyclopentyl-6,7-difluoro-3-nitroquinolin-4(1H)-one was added 2.3 ml of cyclohexylamine, followed by overnight stirring at 90° C. The reaction mixture was cooled to room temperature and poured into ice-cooled water, and then the insoluble materials were collected by filtration. By recrystallizing the resulting solid from ethanol, 2.5 g of 7-(cyclohexylamino)-1-cyclopentyl-6-fluoro-3-nitroquinolin-4(1H)-one was obtained.